From a dataset of the Open Reaction Database (ORD), a public repository of structured organic reaction records. describe an organic reaction: reactants, conditions, products, and yield The reactants are CC1=C(C(=CC(=C1)NC(CC1=C(C=CC=C1)C)=O)C)S (2,6-dimethyl-4-[2-(2-methylphenyl)acetamido]benzenethiol), thiol, [BH4-].[Na+] (Sodium borohydride), 2,6-dimethyl, [N+](=O)([O-])C (nitromethane), [N+](=O)([O-])C (Nitromethane), Cl (HCl), CC(=O)C (acetone), thiol. The reagents and catalysts are [Fe-3](C#N)(C#N)(C#N)(C#N)(C#N)C#N.[K+].[K+].[K+] (potassium ferricyanide), [Fe-3](C#N)(C#N)(C#N)(C#N)(C#N)C#N.[K+].[K+].[K+] (potassium ferricyanide). The solvent is O (water), C(C)O (ethanol), O (Water), O (water). Reaction conditions: time 30 minute. The product is CC1=C(C(=CC(=C1)NC(CC1=C(C=CC=C1)C)=O)C)SC[N+](=O)[O-] ((2,6-dimethyl-4-[2-(2-methylphenyl)acetamido]phenylthio)nitromethane). Isolated yield 20.0%. As a reaction SMILES: [BH4-].[Na+].CC(C)=O.[CH3:7][C:8]1[CH:13]=[C:12]([NH:14][C:15](=[O:24])[CH2:16][C:17]2[CH:22]=[CH:21][CH:20]=[CH:19][C:18]=2[CH3:23])[CH:11]=[C:10]([CH3:25])[C:9]=1[SH:26].Cl.[N+:28]([CH3:31])([O-:30])=[O:29]>C(O)C.O.[Fe-3](C#N)(C#N)(C#N)(C#N)(C#N)C#N.[K+].[K+].[K+]>[CH3:7][C:8]1[CH:13]=[C:12]([NH:14][C:15](=[O:24])[CH2:16][C:17]2[CH:22]=[CH:21][CH:20]=[CH:19][C:18]=2[CH3:23])[CH:11]=[C:10]([CH3:25])[C:9]=1[S:26][CH2:31][N+:28]([O-:30])=[O:29] |f:0.1,8.9.10.11|. Reported procedure: Sodium borohydride (0.24 g, 6.3 mM) was added in portions to a stirred suspension of 2,6-dimethyl-4-[2-(2-metbylphenyl)acetamidophenyl thiocyanate (0.5 g, 1.6 mM), in ethanol (20 mL). After 30 minutes, acetone (0.47 mL, 6.4 mM) was added to remove excess sodium borohydride and the mixture stirred for 10 minutes to give a clear yellow solution containing 2,6-dimethyl-4-[2-(2-methylphenyl)acetamido]benzenethiol. Nitromethane (0.09 mL, 1.6 mM) was then added followed, after 10 minutes, by a solutio... Starting materials: CC1=C(C(=CC=C1)C)NC(C)C (2-(2',6'-dimethylphenyl-amino)-propane), CC1=C(N)C(=CC=C1)C (2,6-dimethylaniline), ( c ), ClC(CNC1=CC(=CC=C1)C(F)(F)F)C (N-(β-chloropropyl)-3-trifluoromethylaniline), ( b ), Cl.CC1=C(N)C(=CC=C1)C (2,6-dimethylaniline hydrochloride). Product: FC(C=1C=C(C=CC1)N1C(N(C(C1)C)C1=C(C=CC=C1C)C)=N)(F)F (1-(3'-Trifluoromethylphenyl)-2-imino-3-(2',6'-dimethylphenyl)-4-methyl-imidazolidine). The yield is 55.6%. Reaction SMILES: [CH3:1][C:2]1[CH:7]=[CH:6][CH:5]=[C:4]([CH3:8])[C:3]=1[NH:9][CH:10]([CH3:12])[CH3:11].ClC(C)[CH2:15][NH:16][C:17]1[CH:22]=[CH:21][CH:20]=[C:19]([C:23]([F:26])([F:25])[F:24])[CH:18]=1.CC1C=CC=C(C)C=1[NH2:31].Cl.CC1C=CC=C(C)C=1N>>[F:24][C:23]([F:26])([F:25])[C:19]1[CH:18]=[C:17]([N:16]2[CH2:11][CH:10]([CH3:12])[N:9]([C:3]3[C:4]([CH3:8])=[CH:5][CH:6]=[CH:7][C:2]=3[CH3:1])[C:15]2=[NH:31])[CH:22]=[CH:21][CH:20]=1 |f:3.4|. Procedure: 1-(3'-Trifluoromethylphenyl)-amino)-2-(2',6'-dimethylphenyl-amino)-propane, applied as starting substance, is prepared by reacting N-(β-chloropropyl)-3-trifluoromethylaniline, a compound obtained as described in Example 23, point (b), with 2,6-dimethylaniline. The reaction is performed as described in Example 16, point (c) with the difference that crystalline 2,6-dimethylaniline hydrochloride is separated from the reaction mixture by trituration with ethyl acetate. The aimed product is obtained ... Starting materials: ClC(=O)OCC (ethyl chloroformate), C(C1=CC=CC=C1)N1CC[C@H]2CC3=C(C=C(C=C3[C@H]2C1)Br)C (cis-3-benzyl-6-bromo-8-methyl-2,3,4,4a,9,9a-hexahydro-1H-3-aza-fluorene). The solvent is C1CCOC1 (THF), C1CCOC1 (THF). Reaction conditions: temperature 20 celsius, time 15 hour. The product is C(C)OC(=O)N1CC[C@H]2CC3=C(C=C(C=C3[C@H]2C1)Br)C (cis-6-bromo-8-methyl-1,2,4,4a,9,9a-hexahydro-3-aza-fluorene-3-carboxylic acid ethyl ester). The yield is 42.2%. As a reaction SMILES: Cl[C:2]([O:4][CH2:5][CH3:6])=[O:3].C([N:14]1[CH2:26][C@H:25]2[C@H:17]([CH2:18][C:19]3[C:24]2=[CH:23][C:22]([Br:27])=[CH:21][C:20]=3[CH3:28])[CH2:16][CH2:15]1)C1C=CC=CC=1>C1COCC1>[CH2:5]([O:4][C:2]([N:14]1[CH2:26][C@H:25]2[C@H:17]([CH2:18][C:19]3[C:24]2=[CH:23][C:22]([Br:27])=[CH:21][C:20]=3[CH3:28])[CH2:16][CH2:15]1)=[O:3])[CH3:6]. Procedure: To a solution of ethyl chloroformate (293 mg, 2.7 mmol) in THF (1.5 mL) was added a solution of cis-3-benzyl-6-bromo-8-methyl-2,3,4,4a,9,9a-hexahydro-1H-3-aza-fluorene (320 mg, 0.90 mmol) in dry THF (1.5 mL) dropwise over 10 min at 0° C. The reaction mixture was warmed to 20° C., stirred for 15 h and concentrated in vacuo. The residue was chromatographed in silica gel column (Hex/EtOAc 7/3) to yield cis-6-bromo-8-methyl-1,2,4,4a,9,9a-hexahydro-3-aza-fluorene-3-carboxylic acid ethyl ester (130 mg... Reactants: C(C=C)N1C(COC2=C1C=C(C=C2)C(C(C)C2=C(C=C(C=C2)OC)Cl)=O)=O (4-allyl-6-[2-(2-chloro-4-methoxy-phenyl)-propionyl]-4H-benzo[1,4]oxazin-3-one), FC(F)(F)[Si](C)(C)C ((trifluoromethyl)-trimethylsilane). Product: C(C=C)N1C(COC2=C1C=C(C=C2)C(C(C)C2=C(C=C(C=C2)OC)Cl)(C(F)(F)F)O)=O (4-Allyl-6-[2-(2-chloro-4-methoxy-phenyl)-1-hydroxy-1-trifluoromethyl-propyl]-4H-benzo[1,4]oxazin-3-one). Reaction SMILES: [CH2:1]([N:4]1[C:9]2[CH:10]=[C:11]([C:14](=[O:26])[CH:15]([C:17]3[CH:22]=[CH:21][C:20]([O:23][CH3:24])=[CH:19][C:18]=3[Cl:25])[CH3:16])[CH:12]=[CH:13][C:8]=2[O:7][CH2:6][C:5]1=[O:27])[CH:2]=[CH2:3].[F:28][C:29]([Si](C)(C)C)([F:31])[F:30]>>[CH2:1]([N:4]1[C:9]2[CH:10]=[C:11]([C:14]([OH:26])([C:29]([F:31])([F:30])[F:28])[CH:15]([C:17]3[CH:22]=[CH:21][C:20]([O:23][CH3:24])=[CH:19][C:18]=3[Cl:25])[CH3:16])[CH:12]=[CH:13][C:8]=2[O:7][CH2:6][C:5]1=[O:27])[CH:2]=[CH2:3]. Reported procedure: In analogy to Example 56, step 3, 4-allyl-6-[2-(2-chloro-4-methoxy-phenyl)-propionyl]-4H-benzo[1,4]oxazin-3-one (7.2 g) was reacted with (trifluoromethyl)-trimethylsilane. The product was purified by crystallization with heptane/AcOEt (4:1) to give the title compound (4.45 g) as an off-white solid. MS (m/e)=456.3 [M+H+]. Reactants: ClC1=C(C(=CC=C1)Cl)N1CC(N(CC1)CC1=CC(=C(C=C1)OC)OC)C(=O)NCC=C (4-(2,6-dichlorophenyl)-1-[(3,4-dimethoxyphenyl)methyl]-N-(2-propenyl)-2-piperazinecarboxamide), [H-].[Al+3].[Li+].[H-].[H-].[H-] (lithium aluminium hydride). Yields the product ClC1=C(C(=CC=C1)Cl)N1CC(N(CC1)CC1=CC(=C(C=C1)OC)OC)CNCC=C (4-(2,6-Dichlorophenyl)-1-[(3,4-dimethoxyphenyl)methyl]-N-(2-propenyl)-2-piperazinemethanamine). Reaction SMILES: [Cl:1][C:2]1[CH:7]=[CH:6][CH:5]=[C:4]([Cl:8])[C:3]=1[N:9]1[CH2:14][CH2:13][N:12]([CH2:15][C:16]2[CH:21]=[CH:20][C:19]([O:22][CH3:23])=[C:18]([O:24][CH3:25])[CH:17]=2)[CH:11]([C:26]([NH:28][CH2:29][CH:30]=[CH2:31])=O)[CH2:10]1.[H-].[Al+3].[Li+].[H-].[H-].[H-]>>[Cl:1][C:2]1[CH:7]=[CH:6][CH:5]=[C:4]([Cl:8])[C:3]=1[N:9]1[CH2:14][CH2:13][N:12]([CH2:15][C:16]2[CH:21]=[CH:20][C:19]([O:22][CH3:23])=[C:18]([O:24][CH3:25])[CH:17]=2)[CH:11]([CH2:26][NH:28][CH2:29][CH:30]=[CH2:31])[CH2:10]1 |f:1.2.3.4.5.6|. Reported procedure: In a manner similar to Preparation 2, react 4-(2,6-dichlorophenyl)-1-[(3,4-dimethoxyphenyl)methyl]-N-(2-propenyl)-2-piperazinecarboxamide with lithium aluminium hydride to obtain the title compound. Reactants: C=CCOCC1CO1, C=CC[SiH](OC)OC, CC(C)O. The product is C=CC[Si](CCCOCC1CO1)(OC)OC. RXN SMILES: [CH2:1]([CH:2]=[CH2:3])[O:4][CH2:5][CH:6]1[CH2:7][O:8]1.[CH2:9]([CH:10]=[CH2:11])[SiH:12]([O:13][CH3:14])[O:15][CH3:16].[CH:17]([OH:18])([CH3:19])[CH3:20]>>[CH2:1]([CH2:2][CH2:3][Si:12]([CH2:9][CH:10]=[CH2:11])([O:13][CH3:14])[O:15][CH3:16])[O:4][CH2:5][CH:6]1[CH2:7][O:8]1. As a reaction SMILES: [CH3:18][CH2:19][OH:20].[Cl:22][CH:23]([Cl:24])[Cl:25].[ClH:21].[O:1]1[CH2:2][CH2:3][N:4]([CH2:7][CH2:8][O:9][c:10]2[cH:11][cH:12][c:13]([C:14]#[N:15])[cH:16][cH:17]2)[CH2:5][CH2:6]1>>[O:1]1[CH2:2][CH2:3][N:4]([CH2:7][CH2:8][O:9][c:10]2[cH:11][cH:12][c:13]([CH2:14][NH2:15])[cH:16][cH:17]2)[CH2:5][CH2:6]1. The product is NCc1ccc(OCCN2CCOCC2)cc1. The reactants are CCO, ClC(Cl)Cl, Cl, N#Cc1ccc(OCCN2CCOCC2)cc1. The reactants are ClCCCC(=O)NC1=CC=CC=2C=C(CCOC21)C(=O)OCC (ethyl 9-(4-chloro-1-oxobutylamino)-2,3-dihydro-1-benzoxepin-4-carboxylate), [H-].[Na+] (sodium hydride). The solvent is CN(C=O)C (N,N-dimethylformamide). Reaction conditions: time 1.5 hour. Product: O=C1N(CCC1)C1=CC=CC=2C=C(CCOC21)C(=O)OCC (ethyl 2,3-dihydro-9-(2-oxo-1-pyrrolidinyl)-1-benzoxepin-4-carboxylate). Isolated yield 53.5%. Reaction SMILES: Cl[CH2:2][CH2:3][CH2:4][C:5]([NH:7][C:8]1[C:18]2[O:17][CH2:16][CH2:15][C:14]([C:19]([O:21][CH2:22][CH3:23])=[O:20])=[CH:13][C:12]=2[CH:11]=[CH:10][CH:9]=1)=[O:6].[H-].[Na+]>CN(C)C=O>[O:6]=[C:5]1[CH2:4][CH2:3][CH2:2][N:7]1[C:8]1[C:18]2[O:17][CH2:16][CH2:15][C:14]([C:19]([O:21][CH2:22][CH3:23])=[O:20])=[CH:13][C:12]=2[CH:11]=[CH:10][CH:9]=1 |f:1.2|. Procedure: To a solution of ethyl 9-(4-chloro-1-oxobutylamino)-2,3-dihydro-1-benzoxepin-4-carboxylate (0.44 g) in N,N-dimethylformamide (4.4 ml) was added sodium hydride (0.17 g, 60%) at ambient temperature. The reaction mixture was stirred for 1.5 hours at the same temperature and partitioned between ethyl acetate and 1N hydrochloric acid. The organic layer was washed successively with water and brine, dried over anhydrous magnesium sulfate, and evaporated in vacuo. The residue was purified by medium pres...